From a dataset of the Open Reaction Database (ORD), a public repository of structured organic reaction records. describe an organic reaction: reactants, conditions, products, and yield The reactants are O[C@H](C)[C@@H]1[C@@H]2N(C(=C([C@@H]2C)OP(=O)(C2=CC=CC=C2)C2=CC=CC=C2)C(=O)OCC2=CC=C(C=C2)[N+](=O)[O-])C1=O (4-nitrobenzyl (1R,5R,6S)-6-[(1R)-1-hydroxyethyl]-1-methyl-2-diphenylphosphoryloxy-1-carbapen-2-em-3-carboxylate), [N+](=O)([O-])C1=CC=C(COC(=O)N=C(N[C@H](C(=O)N[C@@H]2CN(CC2)C(=O)[C@H]2N(C[C@H](C2)S)C(=O)OCC2=CC=C(C=C2)[N+](=O)[O-])C)NC(=O)OCC2=CC=C(C=C2)[N+](=O)[O-])C=C1 ((2S,4S)-2-[(3S)-3-[(2S)-2-[2,3-di(4-nitrobenzyloxycarbonyl)guanidino]-2-methylacetylamino]-pyrrolidin-1-ylcarbonyl]-4-mercapto-1-(4-nitrobenzyloxycarbonyl)pyrrolidine). The product is [N+](=O)([O-])C1=CC=C(COC(=O)N=C(N[C@H](C(=O)N[C@@H]2CN(CC2)C(=O)[C@H]2N(C[C@H](C2)SC=2[C@@H]([C@H]3N(C2C(=O)OCC2=CC=C(C=C2)[N+](=O)[O-])C([C@@H]3[C@@H](C)O)=O)C)C(=O)OCC3=CC=C(C=C3)[N+](=O)[O-])C)NC(=O)OCC3=CC=C(C=C3)[N+](=O)[O-])C=C1 (4-nitrobenzyl (1R,5S,6S)-2-[(2S,4S)-2-[(3S)-3-[(2S)-2-[2,3-di(4-nitrobenzyloxycarbonyl)guanidino]-2-methylacetylamino]pyrrolidin-1-ylcarbonyl]-1-(4-nitrobenzyloxycarbonyl)pyrrolidin-4-ylthio]-6-[(1R)-1-hydroxyethyl]-1-methyl-1-carbapen-2-em-3-carboxylate). Yield: 81.8%. As a reaction SMILES: [OH:1][C@@H:2]([C@H:4]1[C:39](=[O:40])[N:6]2[C:7]([C:26]([O:28][CH2:29][C:30]3[CH:35]=[CH:34][C:33]([N+:36]([O-:38])=[O:37])=[CH:32][CH:31]=3)=[O:27])=[C:8](OP(C3C=CC=CC=3)(C3C=CC=CC=3)=O)[C@H:9]([CH3:10])[C@H:5]12)[CH3:3].[N+:41]([C:44]1[CH:101]=[CH:100][C:47]([CH2:48][O:49][C:50]([N:52]=[C:53]([NH:86][C:87]([O:89][CH2:90][C:91]2[CH:96]=[CH:95][C:94]([N+:97]([O-:99])=[O:98])=[CH:93][CH:92]=2)=[O:88])[NH:54][C@@H:55]([CH3:85])[C:56]([NH:58][C@H:59]2[CH2:63][CH2:62][N:61]([C:64]([C@@H:66]3[CH2:70][C@H:69]([SH:71])[CH2:68][N:67]3[C:72]([O:74][CH2:75][C:76]3[CH:81]=[CH:80][C:79]([N+:82]([O-:84])=[O:83])=[CH:78][CH:77]=3)=[O:73])=[O:65])[CH2:60]2)=[O:57])=[O:51])=[CH:46][CH:45]=1)([O-:43])=[O:42]>>[N+:41]([C:44]1[CH:45]=[CH:46][C:47]([CH2:48][O:49][C:50]([N:52]=[C:53]([NH:86][C:87]([O:89][CH2:90][C:91]2[CH:96]=[CH:95][C:94]([N+:97]([O-:99])=[O:98])=[CH:93][CH:92]=2)=[O:88])[NH:54][C@@H:55]([CH3:85])[C:56]([NH:58][C@H:59]2[CH2:63][CH2:62][N:61]([C:64]([C@@H:66]3[CH2:70][C@H:69]([S:71][C:8]4[C@H:9]([CH3:10])[C@@H:5]5[C@@H:4]([C@H:2]([OH:1])[CH3:3])[C:39](=[O:40])[N:6]5[C:7]=4[C:26]([O:28][CH2:29][C:30]4[CH:31]=[CH:32][C:33]([N+:36]([O-:38])=[O:37])=[CH:34][CH:35]=4)=[O:27])[CH2:68][N:67]3[C:72]([O:74][CH2:75][C:76]3[CH:81]=[CH:80][C:79]([N+:82]([O-:84])=[O:83])=[CH:78][CH:77]=3)=[O:73])=[O:65])[CH2:60]2)=[O:57])=[O:51])=[CH:100][CH:101]=1)([O-:43])=[O:42]. Reported procedure: By using 4-nitrobenzyl (1R,5R,6S)-6-[(1R)-1-hydroxyethyl]-1-methyl-2-diphenylphosphoryloxy-1-carbapen-2-em-3-carboxylate (1.21 g) and (2S,4S)-2-[(3S)-3-[(2S)-2-[2,3-di(4-nitrobenzyloxycarbonyl)guanidino]-2-methylacetylamino]-pyrrolidin-1-ylcarbonyl]-4-mercapto-1-(4-nitrobenzyloxycarbonyl)pyrrolidine (1.68 g), reaction and purification were carried out in a similar manner to that described in Example 1-(1), whereby 4-nitrobenzyl (1R,5S,6S)-2-[(2S,4S)-2-[(3S)-3-[(2S)-2-[2,3-di(4-nitrobenzyloxycarb... Reactants: C(C1=CC=CC=C1)OC1=CC(N(C=C1)C=1C=C2C=NN(C2=CC1)CC(OC)OC)=O (4-(benzyloxy)-1-(1-(2,2-Dimethoxyethyl)-1H-indazol-5-yl)pyridin-2(1H)-one), C(=O)[O-].[NH4+] (ammonium formate). The reagents and catalysts are [Pd] (Pd/C). Solvent: CO (CH3OH). Conditions: temperature 80 celsius. Product: COC(CN1N=CC2=CC(=CC=C12)N1C(C=C(C=C1)O)=O)OC (1-(1-(2,2-Dimethoxyethyl)-1H-indazol-5-yl)-4-hydroxypyridin-2(1H)-one). The yield is 94.1%. RXN SMILES: C([O:8][C:9]1[CH:14]=[CH:13][N:12]([C:15]2[CH:16]=[C:17]3[C:21](=[CH:22][CH:23]=2)[N:20]([CH2:24][CH:25]([O:28][CH3:29])[O:26][CH3:27])[N:19]=[CH:18]3)[C:11](=[O:30])[CH:10]=1)C1C=CC=CC=1.C([O-])=O.[NH4+]>CO.[Pd]>[CH3:29][O:28][CH:25]([O:26][CH3:27])[CH2:24][N:20]1[C:21]2[C:17](=[CH:16][C:15]([N:12]3[CH:13]=[CH:14][C:9]([OH:8])=[CH:10][C:11]3=[O:30])=[CH:23][CH:22]=2)[CH:18]=[N:19]1 |f:1.2|. Reported procedure: A solution of 4-(benzyloxy)-1-(1-(2,2-Dimethoxyethyl)-1H-indazol-5-yl)pyridin-2(1H)-one (4.96 g, 12.2 mmol) and ammonium formate (1.53 g, 24.4 mmol) in CH3OH was stirred for 10 min. Pd/C (5.5 g) was added under a nitrogen atmosphere. The reaction mixture was heated at 80° C. for 2 h and then allowed to cool. The mixture was filtered through a layer of Celite, and the filtrate was concentrated. The residue was triturated with MeOH, concentrated to dryness, triturated with EtOAc, sonicated for 20 ... Solvent: C1(=CC=CC=C1)C (toluene). Procedure: 3 g of trifluoromethanesulfonic acid, 0.1 g of hydroquinone and 0.1 g of hydroquinone monomethyl ether were added to a solution of 48.5 g (0.1 mole) of 1,3-bis-(4-benzoyl-3-hydroxyphenoxy)-2-propanol and 43.6 g (0.6 mole) of acrylic acid in 600 ml of toluene, and the solution was heated for 3 hours at a temperature of 105° to 110° C. After cooling to room temperature, the reaction mixture was washed with 1.5 liters of water. The toluene was then distilled off from the reaction mixture under a pr... Reagents/catalysts: C1(O)=CC=C(O)C=C1 (hydroquinone), COC1=CC=C(O)C=C1 (hydroquinone monomethyl ether). Yields the product C(C=C)(=O)OC(COC1=CC(=C(C=C1)C(C1=CC=CC=C1)=O)O)COC1=CC(=C(C=C1)C(C1=CC=CC=C1)=O)O (1,3-bis-(4-benzoyl-3-hydroxyphenoxy)-prop-2-yl acrylate). Starting materials: FC(S(=O)(=O)O)(F)F (trifluoromethanesulfonic acid), C(C1=CC=CC=C1)(=O)C1=C(C=C(OCC(COC2=CC(=C(C=C2)C(C2=CC=CC=C2)=O)O)O)C=C1)O (1,3-bis-(4-benzoyl-3-hydroxyphenoxy)-2-propanol), C(C=C)(=O)O (acrylic acid). Reaction SMILES: FC(F)(F)S(O)(=O)=O.[C:9]([C:17]1[CH:43]=[CH:42][C:20]([O:21][CH2:22][CH:23]([OH:41])[CH2:24][O:25][C:26]2[CH:31]=[CH:30][C:29]([C:32](=[O:39])[C:33]3[CH:38]=[CH:37][CH:36]=[CH:35][CH:34]=3)=[C:28]([OH:40])[CH:27]=2)=[CH:19][C:18]=1[OH:44])(=[O:16])[C:10]1[CH:15]=[CH:14][CH:13]=[CH:12][CH:11]=1.[C:45](O)(=[O:48])[CH:46]=[CH2:47]>C1(C)C=CC=CC=1.C1(C=CC(O)=CC=1)O.COC1C=CC(O)=CC=1>[C:45]([O:41][CH:23]([CH2:22][O:21][C:20]1[CH:42]=[CH:43][C:17]([C:9](=[O:16])[C:10]2[CH:11]=[CH:12][CH:13]=[CH:14][CH:15]=2)=[C:18]([OH:44])[CH:19]=1)[CH2:24][O:25][C:26]1[CH:31]=[CH:30][C:29]([C:32](=[O:39])[C:33]2[CH:34]=[CH:35][CH:36]=[CH:37][CH:38]=2)=[C:28]([OH:40])[CH:27]=1)(=[O:48])[CH:46]=[CH2:47]. The yield is 74.3%.